From a dataset of the Open Reaction Database (ORD), a public repository of structured organic reaction records. describe an organic reaction: reactants, conditions, products, and yield The reactants are O=C(c1cc(C(F)(F)F)cc(C(F)(F)F)c1)N1CCC2(CC1)C(=O)NCN2c1ccccc1Cl, OB(O)c1ccncc1. Yields the product O=C(c1cc(C(F)(F)F)cc(C(F)(F)F)c1)N1CCC2(CC1)C(=O)N(c1ccncc1)CN2c1ccccc1Cl. RXN SMILES: [F:1][C:2]([c:3]1[cH:4][c:5]([C:6](=[O:7])[N:8]2[CH2:9][CH2:10][C:11]3([C:12](=[O:23])[NH:13][CH2:14][N:15]3[c:16]3[c:17]([Cl:22])[cH:18][cH:19][cH:20][cH:21]3)[CH2:24][CH2:25]2)[cH:26][c:27]([C:29]([F:30])([F:31])[F:32])[cH:28]1)([F:33])[F:34].[n:35]1[cH:36][cH:37][c:38]([B:41]([OH:42])[OH:43])[cH:39][cH:40]1>>[F:1][C:2]([c:3]1[cH:4][c:5]([C:6](=[O:7])[N:8]2[CH2:9][CH2:10][C:11]3([C:12](=[O:23])[N:13]([c:38]4[cH:37][cH:36][n:35][cH:40][cH:39]4)[CH2:14][N:15]3[c:16]3[c:17]([Cl:22])[cH:18][cH:19][cH:20][cH:21]3)[CH2:24][CH2:25]2)[cH:26][c:27]([C:29]([F:30])([F:31])[F:32])[cH:28]1)([F:33])[F:34]. Starting materials: C(C1=CC=CC=C1)N(CCCCCCOCCCCC=1C=C(C=CC1)S(=O)(=O)N)C[C@@H](C1=CC(=C(C=C1)O)CO)O (3-(4-{[6-(Benzyl{(2R)-2-hydroxy-2-[4-hydroxy-3-(hydroxymethyl)phenyl]ethyl}amino)hexyl]oxy}butyl)benzenesulfonamide). The reagents and catalysts are [Pd] (Pd/C). The solvent is IMS. Run at time 6 hour. The product is O[C@@H](CNCCCCCCOCCCCC=1C=C(C=CC1)S(=O)(=O)N)C1=CC(=C(C=C1)O)CO (3-(4-{[6-({(2R)-2-Hydroxy-2-[4-hydroxy-3-(hydroxymethyl)phenyl]ethyl}amino)hexyl]oxy}butyl)benzenesulfonamide). The yield is 94.6%. As a reaction SMILES: C([N:8]([CH2:30][C@H:31]([OH:41])[C:32]1[CH:37]=[CH:36][C:35]([OH:38])=[C:34]([CH2:39][OH:40])[CH:33]=1)[CH2:9][CH2:10][CH2:11][CH2:12][CH2:13][CH2:14][O:15][CH2:16][CH2:17][CH2:18][CH2:19][C:20]1[CH:21]=[C:22]([S:26]([NH2:29])(=[O:28])=[O:27])[CH:23]=[CH:24][CH:25]=1)C1C=CC=CC=1>[Pd]>[OH:41][C@H:31]([C:32]1[CH:37]=[CH:36][C:35]([OH:38])=[C:34]([CH2:39][OH:40])[CH:33]=1)[CH2:30][NH:8][CH2:9][CH2:10][CH2:11][CH2:12][CH2:13][CH2:14][O:15][CH2:16][CH2:17][CH2:18][CH2:19][C:20]1[CH:21]=[C:22]([S:26]([NH2:29])(=[O:28])=[O:27])[CH:23]=[CH:24][CH:25]=1. Procedure: 5% Pd/C (8 g, 50% wet) was added to a solution of 3-(4-{[6-(Benzyl{(2R)-2-hydroxy-2-[4-hydroxy-3-(hydroxymethyl)phenyl]ethyl}amino)hexyl]oxy}butyl)benzenesulfonamide (16 g) in IMS and the mixture was stirred under hydrogen for 6 h. The resulting suspension was filtered through a plug of Celite which was then washed with IMS (160 ml). The combined washings were concentrated under reduced pressure to give the title compound (12.8 g) as an oil, LC RT=3.51 min, δ (CD3OD) 7.64 (1H, s), 7.61 (1H, m), ... Starting materials: COC1=C(C=CC=C1)CC1(C(NC(N1)=O)=O)C (5-(2-methoxyphenylmethyl)-5-methyl-hydantoin), [OH-].[Na+] (sodium hydroxide), O (water), NC(C(=O)O)(CC1=C(C=CC=C1)OC)C (2-amino-3-(2-methoxyphenyl)-2-methyl propionic acid). Run in C(C)#N (acetonitrile). Yields the product C(N)(=O)NC(C(=O)O)(CC1=C(C=CC=C1)OC)C (N-carbamoyl-2-amino-3-(2-methoxyphenyl)-2-methyl propionic acid). RXN SMILES: [CH3:1][O:2][C:3]1[CH:8]=[CH:7][CH:6]=[CH:5][C:4]=1[CH2:9][C:10]1([CH3:17])[NH:14][C:13](=[O:15])[NH:12][C:11]1=[O:16].[OH-].[Na+].O.NC(C)(CC1C=CC=CC=1OC)C(O)=[O:24]>C(#N)C>[C:13]([NH:14][C:10]([CH3:17])([CH2:9][C:4]1[CH:5]=[CH:6][CH:7]=[CH:8][C:3]=1[O:2][CH3:1])[C:11]([OH:24])=[O:16])(=[O:15])[NH2:12] |f:1.2|. Reported procedure: First, 4.40 g of 5-(2-methoxyphenylmethyl)-5-methyl-hydantoin was mixed with 2.64 g of sodium hydroxide and 3.5 g of water, and the mixture was subjected to reaction at 94° C. to 96° C. for 30 hours. The HPLC analysis (column: COSMOSIL 5C18-ARII (produced by Nacalai Tesque Inc.), mobile phase: acetonitrile/10 mM aqueous potassium dihydrogen phosphate solution=20/80, flow rate: 1.0 ml/min, detection wavelength: 210 nm, column temperature: 40° C.) of the reaction mixture showed the production of t... Reactants: CI, CC#N, C1CC(N2CCNCC2)C1, ClCCl, CC(=O)c1ccc(N2CCN(C(=O)n3ccnc3)CC2)cc1. The product is CC(=O)c1ccc(N2CCN(C(=O)N3CCN(C4CCC4)CC3)CC2)cc1. As a reaction SMILES: [CH3:23][I:24].[CH3:35][C:36]#[N:37].[CH:25]1([N:29]2[CH2:30][CH2:31][NH:32][CH2:33][CH2:34]2)[CH2:26][CH2:27][CH2:28]1.[Cl:38][CH2:39][Cl:40].[n:1]1([C:6](=[O:7])[N:8]2[CH2:9][CH2:10][N:11]([c:14]3[cH:15][cH:16][c:17]([C:20]([CH3:21])=[O:22])[cH:18][cH:19]3)[CH2:12][CH2:13]2)[cH:2][cH:3][n:4][cH:5]1>>[C:6](=[O:7])([N:8]1[CH2:9][CH2:10][N:11]([c:14]2[cH:15][cH:16][c:17]([C:20]([CH3:21])=[O:22])[cH:18][cH:19]2)[CH2:12][CH2:13]1)[N:32]1[CH2:31][CH2:30][N:29]([CH:25]2[CH2:26][CH2:27][CH2:28]2)[CH2:34][CH2:33]1. Reported procedure: A solution of ethylene acetal of 3,4-dihydro-11-chloro6,7-dihydroxy-2,5,12(1H)-naphthacenetrione (compound 11) (4 mg) in trifluoroacetic acid (2 ml) was heated at 80° under reflux for 1 h. The solution was cooled, diluted with distilled water (10 ml) and extracted with ethyl acetate. The combined organic layers were washed with distilled water, dried and evaporated to give the crude product (compound 8) which was recrystallized from ethyl acetate as brown microcrystals (2.5 mg 74%). The solvent is O (water). The product is crude product, OC1=CC=CC=2C(C3=C(C=4CC(CCC4C(=C3C(C12)=O)O)=O)O)=O (7,10-Dihydro-4,6,11-trihydroxy-5,9,12(8H) -naphthacenetrione). Reactants: ethylene acetal, ClC=1C2=CC=CC(=C2C(=C2C(C=3CCC(CC3C(C12)=O)=O)=O)O)O (3,4-dihydro-11-chloro6,7-dihydroxy-2,5,12(1H)-naphthacenetrione), ClC=1C2=CC=CC(=C2C(=C2C(C=3CCC(CC3C(C12)=O)=O)=O)O)O (3,4-dihydro-11-chloro6,7-dihydroxy-2,5,12(1H)-naphthacenetrione), FC(C(=O)O)(F)F (trifluoroacetic acid). As a reaction SMILES: Cl[C:2]1[C:3]2[C:8]([C:9]([OH:23])=[C:10]3[C:19]=1[C:18](=[O:20])[C:17]1[CH2:16][C:15](=[O:21])[CH2:14][CH2:13][C:12]=1[C:11]3=[O:22])=[C:7]([OH:24])[CH:6]=[CH:5][CH:4]=2.FC(F)(F)C(O)=[O:28]>O>[OH:24][C:7]1[C:8]2[C:9](=[O:23])[C:10]3[C:19](=[C:18]([OH:20])[C:17]4[CH2:16][C:15](=[O:21])[CH2:14][CH2:13][C:12]=4[C:11]=3[OH:22])[C:2](=[O:28])[C:3]=2[CH:4]=[CH:5][CH:6]=1.